Dataset: the Open Reaction Database (ORD), a public repository of structured organic reaction records. Task: describe an organic reaction: reactants, conditions, products, and yield Reactants: CC(Br)C(=O)N(C)C, Oc1cc(Cl)ccc1Br, O=C([O-])[O-], CC(=O)CC(C)C, [K+], [K+]. Reaction SMILES: [Br:10][CH:11]([C:12](=[O:13])[N:14]([CH3:15])[CH3:16])[CH3:17].[Br:1][c:2]1[c:3]([OH:9])[cH:4][c:5]([Cl:8])[cH:6][cH:7]1.[C:18](=[O:19])([O-:20])[O-:21].[CH2:24]([C:25]([CH3:26])=[O:27])[CH:28]([CH3:29])[CH3:30].[K+:22].[K+:23]>>[Br:1][c:2]1[c:3]([O:9][CH:11]([C:12](=[O:13])[N:14]([CH3:15])[CH3:16])[CH3:17])[cH:4][c:5]([Cl:8])[cH:6][cH:7]1. The product is CC(Oc1cc(Cl)ccc1Br)C(=O)N(C)C. Reactants: NC1=C(C(=NC(=C1Cl)F)OCC(=O)OC)Cl (Methyl (4-amino-3,5-dichloro-6-fluoro-2--pyridinyloxy)acetate), CC(CCCCCC)O (1-methylheptanol). Conditions: temperature 130 celsius. The product is NC1=C(C(=NC(=C1Cl)F)OCC(=O)OC(CCCCCC)C)Cl (1-Methylheptyl (4-Amino-3,5-dichloro-6-fluoro-2-pyridinyloxy)acetate). RXN SMILES: [NH2:1][C:2]1[C:7]([Cl:8])=[C:6]([F:9])[N:5]=[C:4]([O:10][CH2:11][C:12](OC)=[O:13])[C:3]=1[Cl:16].[CH3:17][CH:18]([OH:25])[CH2:19][CH2:20][CH2:21][CH2:22][CH2:23][CH3:24]>>[NH2:1][C:2]1[C:7]([Cl:8])=[C:6]([F:9])[N:5]=[C:4]([O:10][CH2:11][C:12]([O:25][CH:18]([CH3:17])[CH2:19][CH2:20][CH2:21][CH2:22][CH2:23][CH3:24])=[O:13])[C:3]=1[Cl:16]. Procedure details: Methyl (4-amino-3,5-dichloro-6-fluoro-2--pyridinyloxy)acetate (1375 g of 98.0 percent assay, 5.02 moles) was combined with 1901 g (14.6 moles of 1-methylheptanol (2-octanol) in a 5 liter flask equipped with a stirrer, a 30 centimeter (cm) Vigreaux column and distillation head, and a thermometer. The solution was heated to about 130° C. at 10 kiloPascals (kPa) pressure to remove any water present in the system. A 1.3 g portion of tetrabutyl titanate catalyst was added and the mixture was heated a... Product: O=C(NCCO)c1ccc(CCc2ncccc2OCc2ccccc2)cc1. Reaction SMILES: [CH2:1]([c:2]1[cH:3][cH:4][cH:5][cH:6][cH:7]1)[O:8][c:9]1[c:10]([CH2:15][CH2:16][c:17]2[cH:18][cH:19][c:20]([C:21](=[O:22])[O:23][CH3:24])[cH:25][cH:26]2)[n:11][cH:12][cH:13][cH:14]1.[NH2:28][CH2:29][CH2:30][OH:31].[OH2:27]>>[CH2:1]([c:2]1[cH:3][cH:4][cH:5][cH:6][cH:7]1)[O:8][c:9]1[c:10]([CH2:15][CH2:16][c:17]2[cH:18][cH:19][c:20]([C:21](=[O:22])[NH:28][CH2:29][CH2:30][OH:31])[cH:25][cH:26]2)[n:11][cH:12][cH:13][cH:14]1. Starting materials: COC(=O)c1ccc(CCc2ncccc2OCc2ccccc2)cc1, NCCO, O. Reactants: [OH-].[Na+] (sodium hydroxide), ClC=1C=CC=C2C=CC(=NC12)C (8-chloroquinaldine), ice water, [N+](=O)(O)[O-] (nitric acid). The solvent is S(O)(O)(=O)=O (sulfuric acid). Product: ClC=1C=CC(=C2C=CC(=NC12)C)[N+](=O)[O-] (8-chloro-5-nitroquinaldine). The yield is 96.7%. As a reaction SMILES: [Cl:1][C:2]1[CH:3]=[CH:4][CH:5]=[C:6]2[C:11]=1[N:10]=[C:9]([CH3:12])[CH:8]=[CH:7]2.[N+:13]([O-])([OH:15])=[O:14].[OH-].[Na+]>S(=O)(=O)(O)O>[Cl:1][C:2]1[CH:3]=[CH:4][C:5]([N+:13]([O-:15])=[O:14])=[C:6]2[C:11]=1[N:10]=[C:9]([CH3:12])[CH:8]=[CH:7]2 |f:2.3|. Procedure details: 53.3 g (0.3 mole) of the resulting 8-chloroquinaldine was dissolved in 180.2 g of 98% sulfuric acid, and at 40° C., 40.2 g of nitric acid (specific gravity 1.50) was added dropwise over the course of 1 hour, followed by further reaction for 30 minutes. The reaction mixture was poured into ice water, and neutralized with an aqueous solution of sodium hydroxide. The product precipitated was collected by filtration, washed with water, and dried to afford 64.1 g (0.29 mole) of 8-chloro-5-nitroquinal...